describe an organic reaction: reactants, conditions, products, and yield From a dataset of the Open Reaction Database (ORD), a public repository of structured organic reaction records. Reactants: CC(C)CCO, O=C(C(c1ccccc1)C1CCCC1)N1CCNCC1, COc1cc2nc(Cl)nc(N)c2cc1OC. Yields the product Cl, COc1cc2nc(N3CCN(C(=O)C(c4ccccc4)C4CCCC4)CC3)nc(N)c2cc1OC. RXN SMILES: [CH2:37]([OH:38])[CH2:39][CH:40]([CH3:41])[CH3:42].[CH:17]1([CH:22]([C:23](=[O:24])[N:25]2[CH2:26][CH2:27][NH:28][CH2:29][CH2:30]2)[c:31]2[cH:32][cH:33][cH:34][cH:35][cH:36]2)[CH2:18][CH2:19][CH2:20][CH2:21]1.[NH2:1][c:2]1[n:3][c:4]([Cl:16])[n:5][c:6]2[cH:7][c:8]([O:14][CH3:15])[c:9]([O:12][CH3:13])[cH:10][c:11]12>>[ClH:16].[NH2:1][c:2]1[n:3][c:4]([N:28]2[CH2:27][CH2:26][N:25]([C:23]([CH:22]([CH:17]3[CH2:18][CH2:19][CH2:20][CH2:21]3)[c:31]3[cH:32][cH:33][cH:34][cH:35][cH:36]3)=[O:24])[CH2:30][CH2:29]2)[n:5][c:6]2[cH:7][c:8]([O:14][CH3:15])[c:9]([O:12][CH3:13])[cH:10][c:11]12. The reactants are O (water), Cl.C(C)N=C=NCCCN(C)C (1-ethyl-3-(3-dimethylaminopropyl)carbodiimide hydrochloride), C(C=C)OCCCCOC1=CC=C(C(=O)O)C=C1 (4-(4-allyloxybutyloxy)benzoic acid), OC1=CC=2C(C3=CC(=CC=C3C2C=C1)O)C (2,7-dihydroxy-9-methylfluorene). Reagents/catalysts: CN(C)C1=NC=CC=C1 (dimethylaminopyridine). Solvent: C(Cl)Cl (methylene chloride). Run at temperature 5 celsius, time 12 hour. Yields the product C(C=C)OCCCCOC1=CC=C(C(=O)OC2=CC=3C(C4=CC(=CC=C4C3C=C2)OC(C2=CC=C(C=C2)OCCCCOCC=C)=O)C)C=C1 (2,7-di[4-(4-allyloxybutyloxy)benzoyloxy]-9-methylfluorene). As a reaction SMILES: [CH2:1]([O:4][CH2:5][CH2:6][CH2:7][CH2:8][O:9][C:10]1[CH:18]=[CH:17][C:13]([C:14](O)=[O:15])=[CH:12][CH:11]=1)[CH:2]=[CH2:3].[OH:19][C:20]1[CH:32]=[CH:31][C:30]2[C:29]3[C:24](=[CH:25][C:26]([OH:33])=[CH:27][CH:28]=3)[CH:23]([CH3:34])[C:22]=2[CH:21]=1.Cl.C(N=C=N[CH2:41][CH2:42][CH2:43]N(C)C)C.[OH2:47]>C(Cl)Cl.CN(C1C=CC=CN=1)C>[CH2:3]([O:47][CH2:13][CH2:12][CH2:11][CH2:10][O:9][C:41]1[CH:42]=[CH:43][C:6]([C:5]([O:19][C:20]2[CH:32]=[CH:31][C:30]3[C:29]4[C:24](=[CH:25][C:26]([O:33][C:14](=[O:15])[C:13]5[CH:17]=[CH:18][C:10]([O:9][CH2:8][CH2:7][CH2:6][CH2:5][O:4][CH2:1][CH:2]=[CH2:3])=[CH:11][CH:12]=5)=[CH:27][CH:28]=4)[CH:23]([CH3:34])[C:22]=3[CH:21]=2)=[O:4])=[CH:7][CH:8]=1)[CH:2]=[CH2:1] |f:2.3|. Reported procedure: 1.34 g of 4-(4-allyloxybutyloxy)benzoic acid and 0.46 g of 2,7-dihydroxy-9-methylfluorene were dissolved in 30 ml of methylene chloride and cooled to 5° C. 0.01 g of dimethylaminopyridine and 1.15 g of 1-ethyl-3-(3-dimethylaminopropyl)carbodiimide hydrochloride were added to it, and stirred at room temperature for 12 hours. 50 ml of water was added to it for liquid-liquid separation, and the organic layer was dried with anhydrous magnesium sulfate. The solvent was evaporated away, and the result... Starting materials: CCO, O=C1NC(C(Cl)(Cl)Cl)Oc2ccccc21, CI, [Na+], [OH-]. Yields the product CN1C(=O)c2ccccc2OC1C(Cl)(Cl)Cl. RXN SMILES: [CH3:20][CH2:21][OH:22].[Cl:1][C:2]([CH:3]1[O:4][c:5]2[c:6]([cH:10][cH:11][cH:12][cH:13]2)[C:7](=[O:9])[NH:8]1)([Cl:14])[Cl:15].[I:18][CH3:19].[Na+:17].[OH-:16]>>[Cl:1][C:2]([CH:3]1[O:4][c:5]2[c:6]([cH:10][cH:11][cH:12][cH:13]2)[C:7](=[O:9])[N:8]1[CH3:19])([Cl:14])[Cl:15]. Reactants: C(C1=CC=CC=C1)(C1=CC=CC=C1)(C1=CC=CC=C1)NC=1SC=C(N1)/C(/C(=O)N[C@H]1[C@@H]2N(C(=C(CS2)C=CC2=CN=CS2)C(=O)OCC2=CC=C(C=C2)OC)C1=O)=N/OC(C1=CC(=C(C=C1)OC(C)=O)OC(C)=O)C(=O)OC(C1=CC=CC=C1)C1=CC=CC=C1 (p-methoxybenzyl 7β-[(Z)-2-(2-tritylamino-4-thiazolyl)-2-[[(R S)-(diphenylmethoxycarbonyl)(3,4-diacetoxyphenyl)methoxy]imino]acetamido]-3-[-2-(5-thiazolyl)vinyl]-3-cephem-4-carboxylate), FC(C(=O)O)(F)F (trifluoroacetic acid). Run in C(Cl)Cl (methylene chloride), C1(=CC=CC=C1)OC (anisole). Conditions: time 3 hour. Yields the product NC=1SC=C(N1)/C(/C(=O)N[C@H]1[C@@H]2N(C(=C(CS2)C=CC2=CN=CS2)C(=O)O)C1=O)=N/OC(C1=CC(=C(C=C1)OC(C)=O)OC(C)=O)C(=O)O (7β-[(Z)-2-(2-amino-4-thiazolyl)-2-[[(R S)-(carboxy) (3,4 -diacetoxyphenyl)methoxy]imino]acetamido]-3-[-2-(5-thiazolyl)vinyl]-3-cephem-4-carboxylic acid). The yield is 80.3%. As a reaction SMILES: C([NH:20][C:21]1[S:22][CH:23]=[C:24](/[C:26](=[N:58]/[O:59][CH:60]([C:75]([O:77]C(C2C=CC=CC=2)C2C=CC=CC=2)=[O:76])[C:61]2[CH:66]=[CH:65][C:64]([O:67][C:68](=[O:70])[CH3:69])=[C:63]([O:71][C:72](=[O:74])[CH3:73])[CH:62]=2)/[C:27]([NH:29][C@@H:30]2[C:56](=[O:57])[N:32]3[C:33]([C:44]([O:46]CC4C=CC(OC)=CC=4)=[O:45])=[C:34]([CH:37]=[CH:38][C:39]4[S:43][CH:42]=[N:41][CH:40]=4)[CH2:35][S:36][C@H:31]23)=[O:28])[N:25]=1)(C1C=CC=CC=1)(C1C=CC=CC=1)C1C=CC=CC=1.FC(F)(F)C(O)=O>C(Cl)Cl.C1(OC)C=CC=CC=1>[NH2:20][C:21]1[S:22][CH:23]=[C:24](/[C:26](=[N:58]/[O:59][CH:60]([C:75]([OH:77])=[O:76])[C:61]2[CH:66]=[CH:65][C:64]([O:67][C:68](=[O:70])[CH3:69])=[C:63]([O:71][C:72](=[O:74])[CH3:73])[CH:62]=2)/[C:27]([NH:29][C@@H:30]2[C:56](=[O:57])[N:32]3[C:33]([C:44]([OH:46])=[O:45])=[C:34]([CH:37]=[CH:38][C:39]4[S:43][CH:42]=[N:41][CH:40]=4)[CH2:35][S:36][C@H:31]23)=[O:28])[N:25]=1. Procedure details: After 870 mg (0.69 mmol) of p-methoxybenzyl 7β-[(Z)-2-(2-tritylamino-4-thiazolyl)-2-[[(R S)-(diphenylmethoxycarbonyl)(3,4-diacetoxyphenyl)methoxy]imino]acetamido]-3-[-2-(5-thiazolyl)vinyl]-3-cephem-4-carboxylate was dissolved in 9 ml of methylene chloride and 4 ml of anisole, 16 ml of trifluoroacetic acid was added therein under ice-cooling and the reaction solution was reacted for 90 min. as it was. The residue obtained by evaporating off trifluoroacetate under the reduced pressure was powdered... Reactants: C(C1=CC=CC=C1)N([C@@H]1C(CCC1)=O)CC1=CC=CC=C1 ((2S)-2-(dibenzylamino)cyclopentanone), C[Mg]Br (methyl magnesium bromide), O (Water). The solvent is Cl (hydrochloric acid), C(C)OCC (diethyl ether), Cl (hydrochloric acid). Run at temperature -78 celsius, time 4 hour. Yields the product C(C1=CC=CC=C1)N([C@@H]1[C@@](CCC1)(O)C)CC1=CC=CC=C1 ((1R,2S)-2-(Dibenzylamino)-1-methyl-cyclopentanol). The yield is 39.8%. RXN SMILES: [CH2:1]([N:8]([CH2:15][C:16]1[CH:21]=[CH:20][CH:19]=[CH:18][CH:17]=1)[C@H:9]1[CH2:13][CH2:12][CH2:11][C:10]1=[O:14])[C:2]1[CH:7]=[CH:6][CH:5]=[CH:4][CH:3]=1.[CH3:22][Mg]Br.O>C(OCC)C.Cl>[CH2:15]([N:8]([CH2:1][C:2]1[CH:3]=[CH:4][CH:5]=[CH:6][CH:7]=1)[C@H:9]1[CH2:13][CH2:12][CH2:11][C@@:10]1([CH3:22])[OH:14])[C:16]1[CH:21]=[CH:20][CH:19]=[CH:18][CH:17]=1. Procedure: To a solution of (2S)-2-(dibenzylamino)cyclopentanone (8.31 g, 29.7 mmol) in diethyl ether (149 mL) at −78° C. is added methyl magnesium bromide (29.7 mL, 89.1 mmol, 3 M in diethyl ether) slowly. The mixture is stirred at −78° C. for 4 h and then the reaction is allowed to warm to room temperature. Water is added to the reaction, resulting in an emulsion. Aqueous 1 M hydrochloric acid is added to break up the emulsion while keeping the aqueous phase basic. The aqueous phase is extracted twice wi... The reactants are ClC=1N=CC2=CC=CC(=C2C1)[N+](=O)[O-] (3-chloro-5-nitro-isoquinoline), O (water), [OH-].[Na+] (sodium hydroxide). Reagents/catalysts: [Fe] (iron), [Fe] (iron). The solvent is C(C)(=O)O (acetic acid). Run at temperature 60 celsius, time 2 hour. Yields the product ClC=1N=CC2=CC=CC(=C2C1)N (3-chloro-5-amino-isoquinoline). Reaction SMILES: [Cl:1][C:2]1[N:3]=[CH:4][C:5]2[C:10]([CH:11]=1)=[C:9]([N+:12]([O-])=O)[CH:8]=[CH:7][CH:6]=2.O.[OH-].[Na+]>C(O)(=O)C.[Fe]>[Cl:1][C:2]1[N:3]=[CH:4][C:5]2[C:10]([CH:11]=1)=[C:9]([NH2:12])[CH:8]=[CH:7][CH:6]=2 |f:2.3|. Reported procedure: 3-chloro-5-nitro-isoquinoline (20.9 g., 0.1170 mole, prepared according to the method of Example 1 hereinabove) was suspended in glacial acetic acid (160 ml), and water (160 ml) was then added while the temperature of the mixture was being raised to 60°C. Keeping the temperature between 60° and 70°C, powdered iron (15.2 g) was added slowly to the stirred mixture, and stirring was continued for 2 hours after addition of the iron was completed. The reaction mixture was allowed to stand overnight, ... Starting materials: CO, Cl, CC(C)n1nc(C(=O)NC2CC(CO)N(C(=O)OC(C)(C)C)C2)c2ccccc21. The product is CC(C)n1nc(C(=O)NC2CNC(CO)C2)c2ccccc21. Reaction SMILES: [CH3:31][OH:32].[ClH:30].[OH:1][CH2:2][CH:3]1[N:4]([C:23]([O:24][C:25]([CH3:26])([CH3:27])[CH3:28])=[O:29])[CH2:5][CH:6]([NH:8][C:9](=[O:10])[c:11]2[n:12][n:13]([CH:20]([CH3:21])[CH3:22])[c:14]3[cH:15][cH:16][cH:17][cH:18][c:19]23)[CH2:7]1>>[OH:1][CH2:2][CH:3]1[NH:4][CH2:5][CH:6]([NH:8][C:9](=[O:10])[c:11]2[n:12][n:13]([CH:20]([CH3:21])[CH3:22])[c:14]3[cH:15][cH:16][cH:17][cH:18][c:19]23)[CH2:7]1.